Dataset: the Open Reaction Database (ORD), a public repository of structured organic reaction records. Task: describe an organic reaction: reactants, conditions, products, and yield Starting materials: ClCCl, COC(=O)C(CCN1CCN(C(=O)OC(C)(C)C)CC1)CC(OC)c1ccc(F)cc1, O=C(O)C(F)(F)F. The product is COC(=O)C(CCN1CCNCC1)CC(OC)c1ccc(F)cc1. As a reaction SMILES: [Cl:39][CH2:40][Cl:41].[F:1][c:2]1[cH:3][cH:4][c:5]([CH:8]([CH2:9][CH:10]([CH2:11][CH2:12][N:13]2[CH2:14][CH2:15][N:16]([C:19]([O:20][C:21]([CH3:22])([CH3:23])[CH3:24])=[O:25])[CH2:17][CH2:18]2)[C:26](=[O:27])[O:28][CH3:29])[O:30][CH3:31])[cH:6][cH:7]1.[F:32][C:33]([F:34])([F:35])[C:36]([OH:37])=[O:38]>>[F:1][c:2]1[cH:3][cH:4][c:5]([CH:8]([CH2:9][CH:10]([CH2:11][CH2:12][N:13]2[CH2:14][CH2:15][NH:16][CH2:17][CH2:18]2)[C:26](=[O:27])[O:28][CH3:29])[O:30][CH3:31])[cH:6][cH:7]1. Starting materials: CCCCCC (hexane), C1=CC=CC=C1 (benzene), S(=O)(=O)=O (sulfur trioxide). Solvent: S(O)(O)(=O)=O (sulfuric acid). The product is C1(=CC=CC=C1)S(=O)(=O)O (benzene sulfonic acid). Reaction SMILES: [CH3:1][CH2:2][CH2:3][CH2:4][CH2:5][CH3:6].C1C=CC=CC=1.[S:13](=[O:16])(=[O:15])=[O:14]>S(=O)(=O)(O)O>[C:3]1([S:13]([OH:16])(=[O:15])=[O:14])[CH:2]=[CH:1][CH:6]=[CH:5][CH:4]=1. Procedure: A fifty-fifty (50/50) hexane mixture by volume of polypropyl benzene alkylates was charged to a continuous sulfonation unit. 20% sulfur trioxide (SO3) by weight in sulfuric acid (H2SO4) was charged to the unit. Spent sulfuric acid (H2SO4) was continuously removed in a two phase non-aqueous system leaving a polypropenyl benzene sulfonic acid product containing 7.4% by weight residual sulfuric acid (H2SO4). At this stage, water was added to dilute the residual sulfuric acid (H2SO4) to 85% by weigh... Starting materials: Cc1cc(O)ccc1NC(=O)C(=O)N1CCC(Cc2ccccc2)CC1, CCOCC, O=S(Cl)Cl. The product is Cc1cc(Cl)ccc1NC(=O)C(=O)N1CCC(Cc2ccccc2)CC1. Reaction SMILES: [CH2:1]([c:2]1[cH:3][cH:4][cH:5][cH:6][cH:7]1)[CH:8]1[CH2:9][CH2:10][N:11]([C:14]([C:15](=[O:16])[NH:17][c:18]2[c:19]([CH3:25])[cH:20][c:21]([OH:24])[cH:22][cH:23]2)=[O:26])[CH2:12][CH2:13]1.[CH2:31]([O:32][CH2:33][CH3:34])[CH3:35].[S:27]([Cl:28])([Cl:29])=[O:30]>>[CH2:1]([c:2]1[cH:3][cH:4][cH:5][cH:6][cH:7]1)[CH:8]1[CH2:9][CH2:10][N:11]([C:14]([C:15](=[O:16])[NH:17][c:18]2[c:19]([CH3:25])[cH:20][c:21]([Cl:29])[cH:22][cH:23]2)=[O:26])[CH2:12][CH2:13]1.